Dataset: the Open Reaction Database (ORD), a public repository of structured organic reaction records. Task: describe an organic reaction: reactants, conditions, products, and yield The reactants are CC(=O)O, Clc1ccc2c(ccn2C2=CCN(CCC3Cc4ccccc4C3)CC2)c1, [H][H], O=[Pt]. The product is Clc1ccc2c(ccn2C2CCN(CCC3Cc4ccccc4C3)CC2)c1. RXN SMILES: [CH3:32][C:33](=[O:34])[OH:35].[Cl:1][c:2]1[cH:3][c:4]2[cH:5][cH:6][n:7]([C:11]3=[CH:16][CH2:15][N:14]([CH2:17][CH2:18][CH:19]4[CH2:20][c:21]5[cH:22][cH:23][cH:24][cH:25][c:26]5[CH2:27]4)[CH2:13][CH2:12]3)[c:8]2[cH:9][cH:10]1.[H:28][H:29].[Pt:30]=[O:31]>>[Cl:1][c:2]1[cH:3][c:4]2[cH:5][cH:6][n:7]([CH:11]3[CH2:12][CH2:13][N:14]([CH2:17][CH2:18][CH:19]4[CH2:20][c:21]5[cH:22][cH:23][cH:24][cH:25][c:26]5[CH2:27]4)[CH2:15][CH2:16]3)[c:8]2[cH:9][cH:10]1.